This data is from the Open Reaction Database (ORD), a public repository of structured organic reaction records. The task is: describe an organic reaction: reactants, conditions, products, and yield Starting materials: FC(C=1C=C(C=CC1)CC(CC(CCCC)=O)=O)(F)F (1-(3-trifluoromethylphenyl)-2,4-octanedione), COC(N(C)C)OC (N,N-dimethylformamide dimethyl acetal), Cl.CN (methylamine hydrochloride). Solvent: CO (methanol), CO (methanol). Yields the product CN1C=C(C(C(=C1)C(CCCC)=O)=O)C1=CC(=CC=C1)C(F)(F)F (1-Methyl-3-(3-trifluoromethylphenyl)-5-valeryl-4(1H)-pyridinone). Reaction SMILES: [F:1][C:2]([F:20])([F:19])[C:3]1[CH:4]=[C:5]([CH2:9][C:10](=[O:18])[CH2:11][C:12](=[O:17])[CH2:13][CH2:14][CH2:15][CH3:16])[CH:6]=[CH:7][CH:8]=1.CO[CH:23](OC)[N:24]([CH3:26])[CH3:25].Cl.CN>CO>[CH3:23][N:24]1[CH:26]=[C:11]([C:12](=[O:17])[CH2:13][CH2:14][CH2:15][CH3:16])[C:10](=[O:18])[C:9]([C:5]2[CH:6]=[CH:7][CH:8]=[C:3]([C:2]([F:19])([F:20])[F:1])[CH:4]=2)=[CH:25]1 |f:2.3|. Procedure details: To a 6 g. portion of crude 1-(3-trifluoromethylphenyl)-2,4-octanedione was added 40 ml. of N,N-dimethylformamide dimethyl acetal and a few milliliters of methanol. The mixture was stirred under reflux overnight, and was then evaporated under vacuum to obtain 8.9 g. of a thick dark oil. The oil was taken up in 50 ml. of methanol, 9 g. of methylamine hydrochloride was added, and the mixture was stirred under reflux for 3 hours. It was then evaporated to a semi-solid under vacuum, and the residue w... The reactants are Brc1ccc(-c2cc3ccccc3[nH]2)cc1, CC(C)(C)[O-], CN(C)C=O, CI, [K+], O. Yields the product Cn1c(-c2ccc(Br)cc2)cc2ccccc21. Reaction SMILES: [Br:7][c:8]1[cH:9][cH:10][c:11](-[c:14]2[nH:15][c:16]3[cH:17][cH:18][cH:19][cH:20][c:21]3[cH:22]2)[cH:12][cH:13]1.[CH3:1][C:2]([CH3:3])([O-:4])[CH3:5].[CH3:26][N:27]([CH3:28])[CH:29]=[O:30].[I:23][CH3:24].[K+:6].[OH2:25]>>[CH3:1][n:15]1[c:14](-[c:11]2[cH:10][cH:9][c:8]([Br:7])[cH:13][cH:12]2)[cH:22][c:21]2[c:16]1[cH:17][cH:18][cH:19][cH:20]2. Reactants: C1(C=2C(C(N1C1[C@@H]3N(C(C(S3=O)(C)C)C(=O)OC)C1=O)=O)=CC=CC2)=O (methyl 6-phthalimido-2,2-dimethylpenam-3-carboxylate-1-oxide), ClN(S(=O)(=O)C1=CC=C(C=C1)C)C (N-chloro-N-methyl-p-toluenesulfonamide). Run in C(Cl)(Cl)(Cl)Cl (carbon tetrachloride). Yields the product CC(C(C(=O)OC)N1C(C(C1=O)N1C(C=2C(C1=O)=CC=CC2)=O)S(=O)Cl)=C (Methyl 3-Methyl-2-(2-chlorosulfinyl-4-oxo-3-phthalimido-1-azetidinyl)-3-butenoate). RXN SMILES: [C:1]1(=[O:26])[N:5]([CH:6]2[C:19](=[O:20])[N:8]3[CH:9]([C:15]([O:17][CH3:18])=[O:16])[C:10]([CH3:14])([CH3:13])[S:11](=[O:12])[C@H:7]23)[C:4](=[O:21])[C:3]2=[CH:22][CH:23]=[CH:24][CH:25]=[C:2]12.[Cl:27]N(C)S(C1C=CC(C)=CC=1)(=O)=O>C(Cl)(Cl)(Cl)Cl>[CH3:13][C:10](=[CH2:14])[CH:9]([N:8]1[C:19](=[O:20])[CH:6]([N:5]2[C:4](=[O:21])[C:3]3=[CH:22][CH:23]=[CH:24][CH:25]=[C:2]3[C:1]2=[O:26])[CH:7]1[S:11]([Cl:27])=[O:12])[C:15]([O:17][CH3:18])=[O:16]. Procedure details: To 300 ml of carbon tetrachloride were added 3.7 g. (10 mmole) of methyl 6-phthalimido-2,2-dimethylpenam-3-carboxylate-1-oxide and 2.2 g. (10 mmol.) of N-chloro-N-methyl-p-toluenesulfonamide. The mixture was heated at reflux for 90 minutes. The reaction mixture then was cooled to room temperature, washed with water and brine, dried over magnesium sulfate, and divided into two equal portions. The reactants are COC(=O)C(c1ccccc1)N1CCN(c2ccc(N)cc2F)CC1, CC(C)CCC(=O)Cl, ClCCl. Yields the product COC(=O)C(c1ccccc1)N1CCN(c2ccc(NC(=O)CCC(C)C)cc2F)CC1. As a reaction SMILES: [CH3:1][O:2][C:3]([CH:4]([c:5]1[cH:6][cH:7][cH:8][cH:9][cH:10]1)[N:11]1[CH2:12][CH2:13][N:14]([c:17]2[c:18]([F:24])[cH:19][c:20]([NH2:23])[cH:21][cH:22]2)[CH2:15][CH2:16]1)=[O:25].[CH3:26][CH:27]([CH2:28][CH2:29][C:30](=[O:31])[Cl:32])[CH3:33].[Cl:34][CH2:35][Cl:36]>>[CH3:1][O:2][C:3]([CH:4]([c:5]1[cH:6][cH:7][cH:8][cH:9][cH:10]1)[N:11]1[CH2:12][CH2:13][N:14]([c:17]2[c:18]([F:24])[cH:19][c:20]([NH:23][C:30]([CH2:29][CH2:28][CH:27]([CH3:26])[CH3:33])=[O:31])[cH:21][cH:22]2)[CH2:15][CH2:16]1)=[O:25]. The reactants are CC(=O)Oc1cc2c(cc1C(C)(C)C)OC(C)(COc1cc(N)ccc1C)CC2=O, C=CC(=O)OCC, CC(C)=O, Cl, O=N[O-], [Na+]. The product is CCOC(=O)C(Cl)Cc1ccc(C)c(OCC2(C)CC(=O)c3cc(OC(C)=O)c(C(C)(C)C)cc3O2)c1. As a reaction SMILES: [C:1]([CH3:2])(=[O:3])[O:4][c:5]1[cH:6][c:7]2[c:12]([cH:13][c:14]1[C:15]([CH3:16])([CH3:17])[CH3:18])[O:11][C:10]([CH3:19])([CH2:20][O:21][c:22]1[c:23]([CH3:29])[cH:24][cH:25][c:26]([NH2:28])[cH:27]1)[CH2:9][C:8]2=[O:30].[C:36]([CH:37]=[CH2:38])(=[O:39])[O:40][CH2:41][CH3:42].[CH3:43][C:44](=[O:45])[CH3:46].[ClH:35].[N:31]([O-:32])=[O:33].[Na+:34]>>[C:1]([CH3:2])(=[O:3])[O:4][c:5]1[cH:6][c:7]2[c:12]([cH:13][c:14]1[C:15]([CH3:16])([CH3:17])[CH3:18])[O:11][C:10]([CH3:19])([CH2:20][O:21][c:22]1[c:23]([CH3:29])[cH:24][cH:25][c:26]([CH2:38][CH:37]([Cl:35])[C:36](=[O:39])[O:40][CH2:41][CH3:42])[cH:27]1)[CH2:9][C:8]2=[O:30]. The reactants are [Al+3], COc1cc(-c2cccc(-c3cccc(C(F)(F)F)n3)c2)cc([N+](=O)[O-])c1O, [Cl-], [Cl-], [Cl-], ClCCCl, Cl, c1ccncc1. Product: O=[N+]([O-])c1cc(-c2cccc(-c3cccc(C(F)(F)F)n3)c2)cc(O)c1O. As a reaction SMILES: [Al+3:30].[CH3:1][O:2][c:3]1[cH:4][c:5](-[c:13]2[cH:14][c:15](-[c:19]3[n:20][c:21]([C:25]([F:26])([F:27])[F:28])[cH:22][cH:23][cH:24]3)[cH:16][cH:17][cH:18]2)[cH:6][c:7]([N+:10](=[O:11])[O-:12])[c:8]1[OH:9].[Cl-:29].[Cl-:31].[Cl-:32].[Cl:40][CH2:41][CH2:42][Cl:43].[ClH:39].[cH:33]1[cH:34][cH:35][n:36][cH:37][cH:38]1>>[OH:2][c:3]1[cH:4][c:5](-[c:13]2[cH:14][c:15](-[c:19]3[n:20][c:21]([C:25]([F:26])([F:27])[F:28])[cH:22][cH:23][cH:24]3)[cH:16][cH:17][cH:18]2)[cH:6][c:7]([N+:10](=[O:11])[O-:12])[c:8]1[OH:9]. Solvent: O1CCCC1 (tetrahydrofuran). Yields the product C(C)(C)N(CCN(C(=O)N)C1=NC(=CC(=N1)C)C)C(C)C (N-(2-diisopropylaminoethyl)-N-(4,6-dimethyl-2-pyrimidinyl)urea). Procedure details: Concentrated ammonia (10 ml) is added to a solution of phenyl N-(2-diisopropylaminoethyl)-N-(4,6-dimethyl-2-pyrimidinyl)carbamate hydrochloride (7.33 g., 0.018 mole) in 50 ml of tetrahydrofuran and the mixture is allowed to stand for twenty-four hours. It is concentrated, water and chloroform are added to the residue, the chloroform is separated and concentrated. Crystallization of the residue from hexane yields N-(2-diisopropylaminoethyl)-N-(4,6-dimethyl-2-pyrimidinyl)urea melting at 134°-136° ... The reactants are N (ammonia), Cl.C(C)(C)N(CCN(C(OC1=CC=CC=C1)=O)C1=NC(=CC(=N1)C)C)C(C)C (phenyl N-(2-diisopropylaminoethyl)-N-(4,6-dimethyl-2-pyrimidinyl)carbamate hydrochloride). As a reaction SMILES: [NH3:1].Cl.[CH:3]([N:6]([CH:27]([CH3:29])[CH3:28])[CH2:7][CH2:8][N:9]([C:19]1[N:24]=[C:23]([CH3:25])[CH:22]=[C:21]([CH3:26])[N:20]=1)[C:10](=O)[O:11]C1C=CC=CC=1)([CH3:5])[CH3:4]>O1CCCC1>[CH:3]([N:6]([CH:27]([CH3:29])[CH3:28])[CH2:7][CH2:8][N:9]([C:19]1[N:24]=[C:23]([CH3:25])[CH:22]=[C:21]([CH3:26])[N:20]=1)[C:10]([NH2:1])=[O:11])([CH3:5])[CH3:4] |f:1.2|. Reactants: COC1=C2CC(CC(C2=CC=C1)=O)C1=CC=CC=C1 (5-Methoxy-3-phenyl-1,2,3,4-tetrahydro-1-naphthalenone), product, C[Si](C)(C)C#N (trimethylsilylcyanide), [Cl-].[Al+3].[Cl-].[Cl-] (aluminum chloride), [H-].[Al+3].[Li+].[H-].[H-].[H-] (lithium aluminum hydride), [OH-].[Na+] (sodium hydroxide). Solvent: O (water), O (water), C(C)#N (acetonitrile), C(C)OCC (diethyl ether), CCOCC (ether). Yields the product NCC1(CC(CC2=C(C=CC=C12)OC)C1=CC=CC=C1)O (1-Aminomethyl-1-hydroxy-5-methoxy-3-phenyl-1,2,3,4-tetrahydronaphthalene). Isolated yield 94.1%. As a reaction SMILES: [CH3:1][O:2][C:3]1[CH:12]=[CH:11][CH:10]=[C:9]2[C:4]=1[CH2:5][CH:6]([C:14]1[CH:19]=[CH:18][CH:17]=[CH:16][CH:15]=1)[CH2:7][C:8]2=[O:13].C[Si]([C:24]#[N:25])(C)C.[Cl-].[Al+3].[Cl-].[Cl-].[H-].[Al+3].[Li+].[H-].[H-].[H-].[OH-].[Na+]>C(OCC)C.O.C(#N)C>[NH2:25][CH2:24][C:8]1([OH:13])[C:9]2[C:4](=[C:3]([O:2][CH3:1])[CH:12]=[CH:11][CH:10]=2)[CH2:5][CH:6]([C:14]2[CH:19]=[CH:18][CH:17]=[CH:16][CH:15]=2)[CH2:7]1 |f:2.3.4.5,6.7.8.9.10.11,12.13|. Reported procedure: 5-Methoxy-3-phenyl-1,2,3,4-tetrahydro-1-naphthalenone (1.9 g, 7.5 mmol), the product of Example 1, 3 mL of acetonitrile, 1.9 g (19 mmol) of trimethylsilylcyanide, commercially available from Aldrich Chemical Company, and 100 mg of aluminum chloride were mixed together and heated at reflux temperature for 2 h. The reaction mixture was cooled and concentrated. The residue was dissolved in 6 mL of diethyl ether and the ether solution was added dropwise to a solution of 0.62 g (16 mmol) of lithium a...